From a dataset of the Open Reaction Database (ORD), a public repository of structured organic reaction records. describe an organic reaction: reactants, conditions, products, and yield Starting materials: COc1cc(-c2cnc3[nH]cc(C(=O)C4(C)COC(C)(C)OC4)c3n2)cc(OC)c1OC, CO, Cl, C1CCOC1. The product is COc1cc(-c2cnc3[nH]cc(C(=O)C(C)(CO)CO)c3n2)cc(OC)c1OC. As a reaction SMILES: [CH3:1][O:2][c:3]1[cH:4][c:5](-[c:13]2[n:14][c:15]3[c:16]([n:17][cH:18]2)[nH:19][cH:20][c:21]3[C:22](=[O:23])[C:24]2([CH3:32])[CH2:25][O:26][C:27]([CH3:30])([CH3:31])[O:28][CH2:29]2)[cH:6][c:7]([O:11][CH3:12])[c:8]1[O:9][CH3:10].[CH3:39][OH:40].[ClH:33].[O:34]1[CH2:35][CH2:36][CH2:37][CH2:38]1>>[CH3:1][O:2][c:3]1[cH:4][c:5](-[c:13]2[n:14][c:15]3[c:16]([n:17][cH:18]2)[nH:19][cH:20][c:21]3[C:22](=[O:23])[C:24]([CH2:25][OH:26])([CH2:29][OH:28])[CH3:32])[cH:6][c:7]([O:11][CH3:12])[c:8]1[O:9][CH3:10].